Dataset: the Open Reaction Database (ORD), a public repository of structured organic reaction records. Task: describe an organic reaction: reactants, conditions, products, and yield Reactants: CCO (EtOH), COC(=O)C=1N=CC=2C(N(C=CC2C1O)CC1=C(C=C(C=C1)OC)OC)=O (7-(2,4-Dimethoxy-benzyl)-4-hydroxy-8-oxo-7,8-dihydro-[2,7]naphthyridine-3-carboxylic acid methyl ester). The reagents and catalysts are [Pd] (palladium on carbon). Run in CCOC(=O)C.C1CCOC1 (EtOAc THF). Conditions: time 16 hour. Product: COC(=O)C=1N=CC=2C(N(CCC2C1O)CC1=C(C=C(C=C1)OC)OC)=O (7-(2,4-Dimethoxy-benzyl)-4-hydroxy-8-oxo-5,6,7,8-tetrahydro-[2,7]naphthyridine-3-carboxylic acid methyl ester). The yield is 74.6%. RXN SMILES: CCO.[CH3:4][O:5][C:6]([C:8]1[N:9]=[CH:10][C:11]2[C:12](=[O:30])[N:13]([CH2:19][C:20]3[CH:25]=[CH:24][C:23]([O:26][CH3:27])=[CH:22][C:21]=3[O:28][CH3:29])[CH:14]=[CH:15][C:16]=2[C:17]=1[OH:18])=[O:7]>[Pd].CCOC(C)=O.C1COCC1>[CH3:4][O:5][C:6]([C:8]1[N:9]=[CH:10][C:11]2[C:12](=[O:30])[N:13]([CH2:19][C:20]3[CH:25]=[CH:24][C:23]([O:26][CH3:27])=[CH:22][C:21]=3[O:28][CH3:29])[CH2:14][CH2:15][C:16]=2[C:17]=1[OH:18])=[O:7] |f:3.4|. Procedure: A round bottom flask was charged with 10% palladium on carbon (50 mg) and EtOH (5 mL). 7-(2,4-Dimethoxy-benzyl)-4-hydroxy-8-oxo-7,8-dihydro-[2,7]naphthyridine-3-carboxylic acid methyl ester (20 mg, 0.054 mmol) dissolved in EtOAc/THF (10 mL, 1:1) was added, and the mixture was stirred under H2 atmosphere (1 atm) for 16 h. The mixture was filtered and the filtrate was concentrated in vacuo. The residue was purified by silica gel chromatography (5-80% EtOAc/hexanes+2% AcOH) to give 15 mg of the tit...